Dataset: the Open Reaction Database (ORD), a public repository of structured organic reaction records. Task: describe an organic reaction: reactants, conditions, products, and yield Starting materials: Cl (HCl), ClC1=NC=C(C=C1Cl)Cl (2,3,5-trichloropyridine), C1(O)=CC=C(O)C=C1 (hydroquinone), [OH-].[K+] (KOH). Run in CS(=O)C (DMSO), O (water). Yields the product ClC=1C(=NC=C(C1)Cl)OC1=CC=C(C=C1)O (4-(3,5-dichloropyridyloxy)phenol). As a reaction SMILES: Cl[C:2]1[C:7]([Cl:8])=[CH:6][C:5]([Cl:9])=[CH:4][N:3]=1.[C:10]1([CH:17]=[CH:16][C:14]([OH:15])=[CH:13][CH:12]=1)[OH:11].[OH-].[K+].Cl>O.CS(C)=O>[Cl:8][C:7]1[C:2]([O:11][C:10]2[CH:17]=[CH:16][C:14]([OH:15])=[CH:13][CH:12]=2)=[N:3][CH:4]=[C:5]([Cl:9])[CH:6]=1 |f:2.3|. Procedure details: A mixture of 2,3,5-trichloropyridine (2.5 g, 13.7 mm), hydroquinone (3.02 g, 27.4 mm), KOH (3.07 g, 54.8 mm) and DMSO (10 ml) is heated to 160° for 3 hours. The mixture is poured into water, acidified with dilute HCl and extracted with ether. The ethereal solution is washed, dried and evaporated to dryness. The crude product is chromatographed on silica gel to give crystalline 4-(3,5-dichloropyridyloxy)phenol. Starting materials: CCOCC, ClCCl, Cc1c(-c2ccccc2)oc2c(C(=O)N(C)CCO)cccc2c1=O, O=S(Cl)Cl. Yields the product Cc1c(-c2ccccc2)oc2c(C(=O)N(C)CCCl)cccc2c1=O. RXN SMILES: [CH3:33][CH2:34][O:35][CH2:36][CH3:37].[Cl:30][CH2:31][Cl:32].[OH:5][CH2:6][CH2:7][N:8]([C:9](=[O:10])[c:11]1[cH:12][cH:13][cH:14][c:15]2[c:16](=[O:28])[c:17]([CH3:27])[c:18](-[c:21]3[cH:22][cH:23][cH:24][cH:25][cH:26]3)[o:19][c:20]12)[CH3:29].[S:1]([Cl:2])([Cl:3])=[O:4]>>[Cl:3][CH2:6][CH2:7][N:8]([C:9](=[O:10])[c:11]1[cH:12][cH:13][cH:14][c:15]2[c:16](=[O:28])[c:17]([CH3:27])[c:18](-[c:21]3[cH:22][cH:23][cH:24][cH:25][cH:26]3)[o:19][c:20]12)[CH3:29]. The reactants are C(=O)(OC(C)(C)C)N1[C@H](CCC1)COC=1C=NC(=C(C1)Br)Cl (3-(1-BOC-2-(R)-pyrrolidinylmethoxy)-5-bromo-6-chloropyridine), C(C=C)[Sn](CCCC)(CCCC)CCCC (allyltributyltin). Reagents/catalysts: C=1C=CC(=CC1)[P](C=2C=CC=CC2)(C=3C=CC=CC3)[Pd]([P](C=4C=CC=CC4)(C=5C=CC=CC5)C=6C=CC=CC6)([P](C=7C=CC=CC7)(C=8C=CC=CC8)C=9C=CC=CC9)[P](C=1C=CC=CC1)(C=1C=CC=CC1)C=1C=CC=CC1 (tetrakis(triphenylphosphine)palladium). Solvent: C1(=CC=CC=C1)C (toluene). The product is C(C=C)C=1C=C(C=NC1Cl)OC[C@@H]1N(CCC1)C(=O)OC(C)(C)C (5-Allyl-3-(1-BOC-2-(R)-pyrrolidinylmethoxy)-6-chloropyridine). Yield: 72.8%. Reaction SMILES: [C:1]([N:8]1[CH2:12][CH2:11][CH2:10][C@@H:9]1[CH2:13][O:14][C:15]1[CH:16]=[N:17][C:18]([Cl:22])=[C:19](Br)[CH:20]=1)([O:3][C:4]([CH3:7])([CH3:6])[CH3:5])=[O:2].[CH2:23]([Sn](CCCC)(CCCC)CCCC)[CH:24]=[CH2:25]>C1(C)C=CC=CC=1.C1C=CC([P]([Pd]([P](C2C=CC=CC=2)(C2C=CC=CC=2)C2C=CC=CC=2)([P](C2C=CC=CC=2)(C2C=CC=CC=2)C2C=CC=CC=2)[P](C2C=CC=CC=2)(C2C=CC=CC=2)C2C=CC=CC=2)(C2C=CC=CC=2)C2C=CC=CC=2)=CC=1>[CH2:25]([C:19]1[CH:20]=[C:15]([O:14][CH2:13][C@H:9]2[CH2:10][CH2:11][CH2:12][N:8]2[C:1]([O:3][C:4]([CH3:7])([CH3:6])[CH3:5])=[O:2])[CH:16]=[N:17][C:18]=1[Cl:22])[CH:24]=[CH2:23] |^1:49,51,70,89|. Procedure: 3-(1-BOC-2-(R)-pyrrolidinylmethoxy)-5-bromo-6-chloropyridine (1.0 g, 2.57 mmol) in toluene (10 mL) was added tetrakis(triphenylphosphine)palladium (15 mg) and allyltributyltin (1.6 mL, 5.1 mmol). The mixture was stirred and refluxed for 16 h. Solvent was evaporated and the residue was chromatographed (silica gel; hexane/EtOAc, 5:1 to 1:1) to afford an oil (660 mg, 73%): 1H NMR (CDCl3, 300 MHz) δ 1.24-1.40 (m, 2H), 1.46 (s, 9H), 1.62 (m, 1H), 1.88 (m, 1H), 2.02 (m, 1H), 3.38 (m, 1H), 3.45 (d, 2H,... As a reaction SMILES: C(O[C:4](=[O:36])[C@:5]([O:11][CH2:12][C@@:13]([C:28]1[CH:33]=[C:32]([Br:34])[CH:31]=[CH:30][C:29]=1[F:35])([NH:15][S:16]([C:19]1[CH:24]=[CH:23][CH:22]=[CH:21][C:20]=1[N+:25]([O-:27])=[O:26])(=[O:18])=[O:17])[CH3:14])([CH3:10])[C:6]([F:9])([F:8])[F:7])C.[NH3:37]>CO>[Br:34][C:32]1[CH:31]=[CH:30][C:29]([F:35])=[C:28]([C@:13]([NH:15][S:16]([C:19]2[CH:24]=[CH:23][CH:22]=[CH:21][C:20]=2[N+:25]([O-:27])=[O:26])(=[O:17])=[O:18])([CH3:14])[CH2:12][O:11][C@@:5]([CH3:10])([C:6]([F:8])([F:7])[F:9])[C:4]([NH2:37])=[O:36])[CH:33]=1. Solvent: CO (MeOH). The product is BrC=1C=CC(=C(C1)[C@@](CO[C@](C(=O)N)(C(F)(F)F)C)(C)NS(=O)(=O)C1=C(C=CC=C1)[N+](=O)[O-])F ((R)-2-[(R)-2-(5-Bromo-2-fluoro-pheyl)-2-(2-nitro-benzenesulfonylamino)-propoxy]-3,3,3-trifluoro-2-methyl-propionamide). Reactants: C(C)OC([C@@](C(F)(F)F)(C)OC[C@](C)(NS(=O)(=O)C1=C(C=CC=C1)[N+](=O)[O-])C1=C(C=CC(=C1)Br)F)=O ((R)-2-[(R)-2-(5-bromo-2-fluoro-phenyl)-2-(2-nitro-benzenesulfonylamino)-propoxy]-3,3,3-trifluoro-2-methyl-propionic acid ethyl ester), N (NH3). Reported procedure: A solution of (R)-2-[(R)-2-(5-bromo-2-fluoro-phenyl)-2-(2-nitro-benzenesulfonylamino)-propoxy]-3,3,3-trifluoro-2-methyl-propionic acid ethyl ester (26.6 g, 44.2 mmol) in 7N NH3 in MeOH (75 ml) was stirred for 16 h at 50° C. The solvent was removed under reduced pressure and the residual solid re-crystallized from Et2O to give the title compound as yellow crystals: TLC (hexane-EtOAc 1:1): Rf=0.35; UPLC RtH5=1.184 min; ESIMS: 589, 591 [(M+NH4)+]; 1H NMR (360 MHz, CDCl3): δ 7.85 (d, 1H), 7.64 (m, 3... Reactants: Cl.N[C@H]1CC[C@H](CC1)NC(=O)C1=C(NC2=C1N=CN=C2C2=C(C=CC(=C2)OC)OCC2CC2)C (N-(cis-4-aminocyclohexyl)-4-[2-(cyclopropylmethoxy)-5-methoxyphenyl]-6-methyl-5H-pyrrolo[3,2-d]pyrimidine-7-carboxamide hydrochloride), C(CC)(=O)Cl (propionyl chloride). The product is C1(CC1)COC1=C(C=C(C=C1)OC)C=1C2=C(N=CN1)C(=C(N2)C)C(=O)N[C@@H]2CC[C@@H](CC2)NC(CC)=O (4-[2-(Cyclopropylmethoxy)-5-methoxyphenyl]-6-methyl-N-[cis-4-(propionylamino)cyclohexyl]-5H-pyrrolo[3,2-d]pyrimidine-7-carboxamide). RXN SMILES: Cl.[NH2:2][C@@H:3]1[CH2:8][CH2:7][C@H:6]([NH:9][C:10]([C:12]2[C:16]3[N:17]=[CH:18][N:19]=[C:20]([C:21]4[CH:26]=[C:25]([O:27][CH3:28])[CH:24]=[CH:23][C:22]=4[O:29][CH2:30][CH:31]4[CH2:33][CH2:32]4)[C:15]=3[NH:14][C:13]=2[CH3:34])=[O:11])[CH2:5][CH2:4]1.[C:35](Cl)(=[O:38])[CH2:36][CH3:37]>>[CH:31]1([CH2:30][O:29][C:22]2[CH:23]=[CH:24][C:25]([O:27][CH3:28])=[CH:26][C:21]=2[C:20]2[C:15]3[NH:14][C:13]([CH3:34])=[C:12]([C:10]([NH:9][C@H:6]4[CH2:7][CH2:8][C@@H:3]([NH:2][C:35](=[O:38])[CH2:36][CH3:37])[CH2:4][CH2:5]4)=[O:11])[C:16]=3[N:17]=[CH:18][N:19]=2)[CH2:32][CH2:33]1 |f:0.1|. Procedure details: Starting from N-(cis-4-aminocyclohexyl)-4-[2-(cyclopropylmethoxy)-5-methoxyphenyl]-6-methyl-5H-pyrrolo[3,2-d]pyrimidine-7-carboxamide hydrochloride (example D.f25) and commercially available propionyl chloride the title compound is obtained as colorless solid. The reactants are C(C)OC(C1=CC=C(C=C1)F)=O (ethyl-4-fluorobenzoate), CC1=NC=CC=C1O (2-methyl-3-pyridol), C([O-])([O-])=O.[K+].[K+] (potassium carbonate). Run in CN(C)C=O (DMF). Run at temperature 150 celsius, time 80 minute. Product: C(C)OC(C1=CC=C(C=C1)OC=1C(=NC=CC1)C)=O (4-(2-Methyl-pyridin-3-yloxy)-benzoic acid ethyl ester). RXN SMILES: [CH2:1]([O:3][C:4](=[O:12])[C:5]1[CH:10]=[CH:9][C:8](F)=[CH:7][CH:6]=1)[CH3:2].[CH3:13][C:14]1[C:19]([OH:20])=[CH:18][CH:17]=[CH:16][N:15]=1.C(=O)([O-])[O-].[K+].[K+]>CN(C=O)C>[CH2:1]([O:3][C:4](=[O:12])[C:5]1[CH:10]=[CH:9][C:8]([O:20][C:19]2[C:14]([CH3:13])=[N:15][CH:16]=[CH:17][CH:18]=2)=[CH:7][CH:6]=1)[CH3:2] |f:2.3.4|. Reported procedure: A reaction tube containing a magnetic stirrer bar was charged with ethyl-4-fluorobenzoate (1 mmol), 2-methyl-3-pyridol (1.0 mmol), potassium carbonate (1.08 mmol) and DMF (2 ml). The reaction tube was then sealed and heated by microwave irradiation (100 W, 4 mins) to 150° C. and held at that temperature for 80 mins. The solution was filtered to remove the insoluble potassium carbonate and then concentrated in vacuo. The residue was purified by preparative HPLC and freeze dried to give 4-(2-Methy... Reactants: Cl.Cl.CN1CCN(CC1)CC(C1=CC=CC2=CC=CC=C12)C1(CCCCCCC1)O (1-[2-(4-methylpiperazin-1-yl)-1-(1-naphthyl)ethyl]cyclooctanol dihydrochloride), Cl.Cl.C1(=CC=CC2=CC=CC=C12)C(CN1CCNCC1)C1(CCCCCCC1)O (1-[1-(1-naphthyl)-2-piperazin-1-ylethyl]cyclooctanol Dihydrochloride). The product is Cl.Cl.CN1CCN(CC1)CC(C1=CC=CC2=CC=CC=C12)C1C(CCCCCC1)O (2-(4-methylpiperazin-1-yl-1-(1-naphthyl)ethyl]cyclooctanol Dihydrochloride). Reaction SMILES: [ClH:1].Cl.[CH3:3][N:4]1[CH2:9][CH2:8][N:7]([CH2:10][CH:11](C2(O)CCCCCCC2)[C:12]2[C:21]3[C:16](=[CH:17][CH:18]=[CH:19][CH:20]=3)[CH:15]=[CH:14][CH:13]=2)[CH2:6][CH2:5]1.Cl.Cl.C1(C([C:51]2([OH:59])[CH2:58][CH2:57][CH2:56][CH2:55][CH2:54][CH2:53][CH2:52]2)CN2CCNCC2)C2C(=CC=CC=2)C=CC=1>>[ClH:1].[ClH:1].[CH3:3][N:4]1[CH2:5][CH2:6][N:7]([CH2:10][CH:11]([CH:52]2[CH2:53][CH2:54][CH2:55][CH2:56][CH2:57][CH2:58][CH:51]2[OH:59])[C:12]2[C:21]3[C:16](=[CH:17][CH:18]=[CH:19][CH:20]=3)[CH:15]=[CH:14][CH:13]=2)[CH2:8][CH2:9]1 |f:0.1.2,3.4.5,6.7.8|. Procedure details: In an analogous manner to Example 24, 1-[2-(4-methylpiperazin-1-yl)-1-(1-naphthyl)ethyl]cyclooctanol dihydrochloride was prepared from 1-[1-(1-naphthyl)-2-piperazin-1-ylethyl]cyclooctanol dihydrochloride (See Example 269). MS (ESI) m/z 381; HRMS: calcd for C25H36N2O+H, 381.29059; found (ESI, [M+H]+), 381.2893.